From a dataset of the Open Reaction Database (ORD), a public repository of structured organic reaction records. describe an organic reaction: reactants, conditions, products, and yield Starting materials: C(C)(C)(C)OC(=O)N[C@@H]1CC[C@H](CC1)C(=O)O (trans-4-tert-butoxycarbonylamino-cyclohexanecarboxylic acid), C(#N)C1=CC=C(COC=2C=C(C=C(C2)OCC2=CC=C(C=C2)C#N)N)C=C1 ([3,5-Bis-(4-cyano-benzyloxy)-phenyl]-amine). The product is C(C)(C)(C)OC(NC1CCC(CC1)C(NC1=CC(=CC(=C1)OCC1=CC=C(C=C1)C#N)OCC1=CC=C(C=C1)C#N)=O)=O ({4-[3,5-Bis-(4-cyano-benzyloxy)-phenylcarbamoyl]-cyclohexyl}-carbamic Acid tert-butyl Ester). The yield is 64.6%. As a reaction SMILES: [C:1]([O:5][C:6]([NH:8][C@H:9]1[CH2:14][CH2:13][C@H:12]([C:15]([OH:17])=O)[CH2:11][CH2:10]1)=[O:7])([CH3:4])([CH3:3])[CH3:2].[C:18]([C:20]1[CH:44]=[CH:43][C:23]([CH2:24][O:25][C:26]2[CH:27]=[C:28]([NH2:42])[CH:29]=[C:30]([O:32][CH2:33][C:34]3[CH:39]=[CH:38][C:37]([C:40]#[N:41])=[CH:36][CH:35]=3)[CH:31]=2)=[CH:22][CH:21]=1)#[N:19]>>[C:1]([O:5][C:6](=[O:7])[NH:8][CH:9]1[CH2:10][CH2:11][CH:12]([C:15](=[O:17])[NH:42][C:28]2[CH:29]=[C:30]([O:32][CH2:33][C:34]3[CH:39]=[CH:38][C:37]([C:40]#[N:41])=[CH:36][CH:35]=3)[CH:31]=[C:26]([O:25][CH2:24][C:23]3[CH:22]=[CH:21][C:20]([C:18]#[N:19])=[CH:44][CH:43]=3)[CH:27]=2)[CH2:13][CH2:14]1)([CH3:2])([CH3:3])[CH3:4]. Reported procedure: Following the procedure of Example 107(e) trans-4-tert-butoxycarbonylamino-cyclohexanecarboxylic acid 0.255 g (1.04 mmol) and [3,5-Bis-(4-cyano-benzyloxy)-phenyl]-amine (0.37 g, 1.04 mmol) were used to afford 0.39 g of the required product. Percentage purity (LCMS): 94.8%, (M−1)=580.0-1. Reactants: ClC1=NC=CC(=N1)Cl (2,4-dichloro-pyrimidine), C(C)OC=1C=C(CN2CCC(CC2)N)C=CC1OC (1-(3-ethoxy-4-methoxy-benzyl)-piperidin-4-ylamine), C(C)OC=1C=C(CN2CCC(CC2)N)C=CC1OC (1-(3-ethoxy-4-methoxy-benzyl)-piperidin-4-ylamine), [H-].[Na+] (sodium hydride). Solvent: CN(C)C=O (DMF). Reaction conditions: time 2 hour. Yields the product ClC1=NC=CC(=N1)NC1CCN(CC1)CC1=CC(=C(C=C1)OC)OCC ((2-Chloro-pyrimidin-4-yl)-[1-(3-ethoxy-4-methoxy-benzyl)-piperidin-4-yl]-amine). Yield: 23.0%. Reaction SMILES: [CH2:1]([O:3][C:4]1[CH:5]=[C:6]([CH:15]=[CH:16][C:17]=1[O:18][CH3:19])[CH2:7][N:8]1[CH2:13][CH2:12][CH:11]([NH2:14])[CH2:10][CH2:9]1)[CH3:2].[H-].[Na+].[Cl:22][C:23]1[N:28]=[C:27](Cl)[CH:26]=[CH:25][N:24]=1>CN(C=O)C>[Cl:22][C:23]1[N:28]=[C:27]([NH:14][CH:11]2[CH2:10][CH2:9][N:8]([CH2:7][C:6]3[CH:15]=[CH:16][C:17]([O:18][CH3:19])=[C:4]([O:3][CH2:1][CH3:2])[CH:5]=3)[CH2:13][CH2:12]2)[CH:26]=[CH:25][N:24]=1 |f:1.2|. Procedure: To a solution of 1-(3-ethoxy-4-methoxy-benzyl)-piperidin-4-ylamine (39.7 mg, 0.15 mmol, 1.2 equiv; intermediate A1) in dry DMF (1.5 mL) under Ar was added sodium hydride (6.6 mg, 0.15 mmol, 1.2 equiv; 55% free-flowing powder moistened with oil) and the reaction mixture stirred at rt. After 2 h, 2,4-dichloro-pyrimidine (18.6 mg, 0.125 mmol, 1.0 equiv; commercially available) was added and the mixture heated by microwave irradiation to 140° C. for 1 h. Removal of the solvent under reduced pressure... Starting materials: O.NN (hydrazine hydrate), O=C(C(CC(=O)OC)C(=O)C1=NC=CC=C1)C (methyl 4-oxo-3-(pyridin-2-ylcarbonyl)pentanoate), O (water). The solvent is C(C)O (ethanol). Yields the product COC(CC=1C(=NNC1C1=NC=CC=C1)C)=O (Methyl[3-methyl-5-(pyridin-2-yl)-1H-pyrazol-4-yl]acetate). Reaction SMILES: O.[NH2:2][NH2:3].O=[C:5]([CH3:20])[CH:6]([C:12]([C:14]1[CH:19]=[CH:18][CH:17]=[CH:16][N:15]=1)=O)[CH2:7][C:8]([O:10][CH3:11])=[O:9].O>C(O)C>[CH3:11][O:10][C:8](=[O:9])[CH2:7][C:6]1[C:5]([CH3:20])=[N:2][NH:3][C:12]=1[C:14]1[CH:19]=[CH:18][CH:17]=[CH:16][N:15]=1 |f:0.1|. Procedure details: 1.170 g (23 mmol) of hydrazine hydrate were added to a solution of 5 g (21 mmol) of methyl 4-oxo-3-(pyridin-2-ylcarbonyl)pentanoate in ethanol (50 ml). The mixture was heated at reflux for 7 hours, added to water and extracted with ethyl acetate. The combined organic phases were dried with magnesium sulfate, filtrered and concentrated. This gave 2.290 g of product (41.9% of theory). Reactants: [Na].N1=CN=C2N(C=NC2=C1N)C1(O)[C@H](O)[C@@H](OCP(=O)(O)O)CO1 (1-(adenin-9-yl)-3-O-(phosphonomethyl)-L-threofuranose sodium salt), N1(C(=O)NC(=O)C(C)=C1)C1(O)[C@H](O)[C@@H](OCP(=O)(OC(C)C)OC(C)C)CO1 (1-(thymin-1-yl)-3-O-(diisopropylphosphonomethyl)-L-threofuranose). Yields the product [Na].N1(C(=O)NC(=O)C(C)=C1)C1(O)[C@H](O)[C@@H](OCP(=O)(O)O)CO1 (1-(thymin-1-yl)-3-O-(phosphonomethyl)-L-threofuranose sodium salt). The yield is 42.0%. Reaction SMILES: [Na:1].N1C(N)=C2C(N(C3(OC[C@H](OCP(O)(O)=O)[C@H]3O)O)C=N2)=NC=1.[N:25]1([C:34]2([O:52][CH2:51][C@H:38]([O:39][CH2:40][P:41]([O:47]C(C)C)([O:43]C(C)C)=[O:42])[C@H:36]2[OH:37])[OH:35])[CH:33]=[C:31]([CH3:32])[C:29](=[O:30])[NH:28][C:26]1=[O:27]>>[Na:1].[N:25]1([C:34]2([O:52][CH2:51][C@H:38]([O:39][CH2:40][P:41]([OH:43])([OH:47])=[O:42])[C@H:36]2[OH:37])[OH:35])[CH:33]=[C:31]([CH3:32])[C:29](=[O:30])[NH:28][C:26]1=[O:27] |f:0.1,3.4,^1:0,52|. Procedure details: This compound was prepared as described for 3a, using 16 (220 mg, 0.58 mmol) as starting material. Compound 3b (90 mg, 0.24 mmol) was obtained as a colorless solid in 42% yield, which was characterized as follows: Starting materials: ClC=1N=CC2=C(N1)N(C=C2C(C)C)C2CCCC2 (2-Chloro-7-cyclopentyl-5-isopropyl-7H-pyrrolo[2,3-d]pyrimidine), C(C)(C)(C)OC(=O)N1CCN(CC1)C=1C=NC(=CC1)N (4-(6-Amino-pyridin-3-yl)-piperazine-1-carboxylic acid tert-butyl ester). Product: C1(CCCC1)N1C=C(C2=C1N=C(N=C2)NC2=NC=C(C=C2)N2CCNCC2)C(C)C ((7-Cyclopentyl-5-isopropyl-7H-pyrrolo[2,3-d]pyrimidin-2-yl)-(5-piperazin-1-yl-pyridin-2-yl)-amine). As a reaction SMILES: Cl[C:2]1[N:3]=[CH:4][C:5]2[C:10]([CH:11]([CH3:13])[CH3:12])=[CH:9][N:8]([CH:14]3[CH2:18][CH2:17][CH2:16][CH2:15]3)[C:6]=2[N:7]=1.C(OC([N:26]1[CH2:31][CH2:30][N:29]([C:32]2[CH:33]=[N:34][C:35]([NH2:38])=[CH:36][CH:37]=2)[CH2:28][CH2:27]1)=O)(C)(C)C>>[CH:14]1([N:8]2[C:6]3[N:7]=[C:2]([NH:38][C:35]4[CH:36]=[CH:37][C:32]([N:29]5[CH2:28][CH2:27][NH:26][CH2:31][CH2:30]5)=[CH:33][N:34]=4)[N:3]=[CH:4][C:5]=3[C:10]([CH:11]([CH3:13])[CH3:12])=[CH:9]2)[CH2:18][CH2:17][CH2:16][CH2:15]1. Procedure: (7-Cyclopentyl-5-isopropyl-7H-pyrrolo[2,3-d]pyrimidin-2-yl)-(5-piperazin-1-yl-pyridin-2-yl)-amine is prepared from 2-Chloro-7-cyclopentyl-5-isopropyl-7H-pyrrolo[2,3-d]pyrimidine and 4-(6-Amino-pyridin-3-yl)-piperazine-1-carboxylic acid tert-butyl ester using a method similar to that for the preparation of Example 202. [MH+] 406.21 Reactants: C(C)OC(=O)C=1N(C2=C(C=CC=C2C1)CC1CCN(CC1)C(=O)OC(C)(C)C)C (7-(1-tert-butoxycarbonyl-piperidin-4-ylmethyl)-1-methyl-1H-indole-2-carboxylic acid ethyl ester), C(CC(O)(C(=O)O)CC(=O)O)(=O)O (citric acid). Solvent: C1CCOC1.CO.O (THF MeOH H2O), [OH-].[K+] (KOH). Reaction conditions: temperature 60 celsius. Product: N1C(=CC2=CC=CC=C12)C(=O)O (indole-2-carboxylic acid). As a reaction SMILES: C([O:3][C:4]([C:6]1[N:7](C)[C:8]2[C:13]([CH:14]=1)=[CH:12][CH:11]=[CH:10][C:9]=2CC1CCN(C(OC(C)(C)C)=O)CC1)=[O:5])C.C(O)(=O)CC(CC(O)=O)(C(O)=O)O>C1COCC1.CO.O.[OH-].[K+]>[NH:7]1[C:8]2[C:13](=[CH:12][CH:11]=[CH:10][CH:9]=2)[CH:14]=[C:6]1[C:4]([OH:5])=[O:3] |f:2.3.4,5.6|. Procedure details: The above indole-2-carboxylic acid ethyl ester intermediate was dissolved in THF/MeOH/H2O (3:1:1) and 1 mL of 1N KOH solution. The mixture was heated at 60° C. for 4 h. The mixture was then cooled to 0° C. and acidified with 10% citric acid to about pH 4. The mixture was extracted with EtOAc, dried and concentrated to afford 0.32 g of the indole-2-carboxylic acid intermediate.